From a dataset of the Open Reaction Database (ORD), a public repository of structured organic reaction records. describe an organic reaction: reactants, conditions, products, and yield Reactants: CCOC(C)=O, CO, Cl, CC(C)(C)OC(=O)N1CCN(c2nc(-c3ccccc3F)ns2)CC1. Product: Cl, Fc1ccccc1-c1nsc(N2CCNCC2)n1. Reaction SMILES: [C:26]([O:27][CH2:28][CH3:29])(=[O:30])[CH3:31].[CH3:33][OH:34].[ClH:32].[F:1][c:2]1[c:3](-[c:8]2[n:9][s:10][c:11]([N:13]3[CH2:14][CH2:15][N:16]([C:19]([O:20][C:21]([CH3:22])([CH3:23])[CH3:24])=[O:25])[CH2:17][CH2:18]3)[n:12]2)[cH:4][cH:5][cH:6][cH:7]1>>[ClH:32].[F:1][c:2]1[c:3](-[c:8]2[n:9][s:10][c:11]([N:13]3[CH2:14][CH2:15][NH:16][CH2:17][CH2:18]3)[n:12]2)[cH:4][cH:5][cH:6][cH:7]1. Reactants: COc1cc(C2CC(O)Oc3c2ccc2c3ccn2C)cc(Br)c1OC, CC(=O)OC(C)=O, CN(C)c1ccncc1, ClCCl, c1ccncc1. Product: COc1cc(C2CC(OC(C)=O)Oc3c2ccc2c3ccn2C)cc(Br)c1OC. As a reaction SMILES: [Br:1][c:2]1[cH:3][c:4]([CH:12]2[CH2:13][CH:14]([OH:26])[O:15][c:16]3[c:17]4[c:18]([cH:19][cH:20][c:21]32)[n:22]([CH3:25])[cH:23][cH:24]4)[cH:5][c:6]([O:10][CH3:11])[c:7]1[O:8][CH3:9].[CH3:33][C:34](=[O:35])[O:36][C:37](=[O:38])[CH3:39].[CH3:43][N:44]([CH3:45])[c:46]1[cH:47][cH:48][n:49][cH:50][cH:51]1.[Cl:40][CH2:41][Cl:42].[cH:27]1[cH:28][cH:29][n:30][cH:31][cH:32]1>>[Br:1][c:2]1[cH:3][c:4]([CH:12]2[CH2:13][CH:14]([O:26][C:34]([CH3:33])=[O:35])[O:15][c:16]3[c:17]4[c:18]([cH:19][cH:20][c:21]32)[n:22]([CH3:25])[cH:23][cH:24]4)[cH:5][c:6]([O:10][CH3:11])[c:7]1[O:8][CH3:9]. Starting materials: CCOC(=O)CC(NC(=O)CCCCc1ccc2c(n1)NCCC2)c1cccnc1, CCO, [Na+], [OH-]. Product: O=C(O)CC(NC(=O)CCCCc1ccc2c(n1)NCCC2)c1cccnc1. RXN SMILES: [CH2:1]([CH3:2])[O:3][C:4]([CH2:5][CH:6]([NH:7][C:8]([CH2:9][CH2:10][CH2:11][CH2:12][c:13]1[n:14][c:15]2[c:20]([cH:21][cH:22]1)[CH2:19][CH2:18][CH2:17][NH:16]2)=[O:23])[c:24]1[cH:25][n:26][cH:27][cH:28][cH:29]1)=[O:30].[CH3:33][CH2:34][OH:35].[Na+:32].[OH-:31]>>[O:3]=[C:4]([CH2:5][CH:6]([NH:7][C:8]([CH2:9][CH2:10][CH2:11][CH2:12][c:13]1[n:14][c:15]2[c:20]([cH:21][cH:22]1)[CH2:19][CH2:18][CH2:17][NH:16]2)=[O:23])[c:24]1[cH:25][n:26][cH:27][cH:28][cH:29]1)[OH:30]. Reactants: C(C)OP(=O)(OCC)CC1=CC=C(C(=O)N2CCCC3=CC=CC=C23)C=C1 (1-(4-diethoxyphosphinoylmethylbenzoyl)-1,2,3,4-tetrahydroquinoline), ice water, Cl (hydrochloric acid), P12(=S)SP3(=S)SP(=S)(S1)SP(=S)(S2)S3 (phosphorus pentasulfide), C1=CC=CC=C1 (benzene). The solvent is N1=CC=CC=C1 (pyridine). Product: C(C)OP(=O)(OCC)CC1=CC=C(C=C1)C(=S)N1CCCC2=CC=CC=C12 (1-[(4-diethoxyphosphinoylmethylphenyl)thiocarbonyl]-1,2,3,4-tetrahydroquinoline). RXN SMILES: [CH2:1]([O:3][P:4]([CH2:9][C:10]1[CH:27]=[CH:26][C:13]([C:14]([N:16]2[C:25]3[C:20](=[CH:21][CH:22]=[CH:23][CH:24]=3)[CH2:19][CH2:18][CH2:17]2)=O)=[CH:12][CH:11]=1)([O:6][CH2:7][CH3:8])=[O:5])[CH3:2].P12(SP3(SP(SP(S3)(S1)=S)(=S)S2)=S)=[S:29].C1C=CC=CC=1.Cl>N1C=CC=CC=1>[CH2:1]([O:3][P:4]([CH2:9][C:10]1[CH:27]=[CH:26][C:13]([C:14]([N:16]2[C:25]3[C:20](=[CH:21][CH:22]=[CH:23][CH:24]=3)[CH2:19][CH2:18][CH2:17]2)=[S:29])=[CH:12][CH:11]=1)([O:6][CH2:7][CH3:8])=[O:5])[CH3:2]. Procedure: 0.77 Gram (2.0 mM) of 1-(4-diethoxyphosphinoylmethylbenzoyl)-1,2,3,4-tetrahydroquinoline and 1.0 g (4.6 mM) of phosphorus pentasulfide were suspended in a mixed solvent consisting of 20 ml of anhydrous benzene and 5 ml of anhydrous pyridine This suspension was heated and refluxed for 7 hours. After the reaction mixture was cooled to room temperature, the mixture was poured into 50 ml of ice-water, and the aqueous phase was acidified with 4N hydrochloric acid and then extracted with chloroform. T... Starting materials: O=C([O-])[O-], CCO, Cl, [K+], [K+], NNC(N)=O, O=C1CCCCC1n1nc(-c2c(-c3ccccc3)nn3ccccc23)ccc1=O, O. Yields the product NC(=O)NN=C1CCCCC1n1nc(-c2c(-c3ccccc3)nn3ccccc23)ccc1=O. As a reaction SMILES: [C:36](=[O:37])([O-:38])[O-:39].[CH3:43][CH2:44][OH:45].[ClH:30].[K+:40].[K+:41].[NH2:31][NH:32][C:33](=[O:34])[NH2:35].[O:1]=[C:2]1[CH:3]([n:8]2[n:9][c:10](-[c:15]3[c:16](-[c:24]4[cH:25][cH:26][cH:27][cH:28][cH:29]4)[n:17][n:18]4[c:19]3[cH:20][cH:21][cH:22][cH:23]4)[cH:11][cH:12][c:13]2=[O:14])[CH2:4][CH2:5][CH2:6][CH2:7]1.[OH2:42]>>[C:2]1(=[N:31][NH:32][C:33](=[O:34])[NH2:35])[CH:3]([n:8]2[n:9][c:10](-[c:15]3[c:16](-[c:24]4[cH:25][cH:26][cH:27][cH:28][cH:29]4)[n:17][n:18]4[c:19]3[cH:20][cH:21][cH:22][cH:23]4)[cH:11][cH:12][c:13]2=[O:14])[CH2:4][CH2:5][CH2:6][CH2:7]1. The reactants are C=C1CCC2C3CCc4cc(O)ccc4C3CCC12C, COS(=O)(=O)OC, [Na+], [OH-]. The product is C=C1CCC2C3CCc4cc(OC)ccc4C3CCC12C. Reaction SMILES: [CH2:1]=[C:2]1[C:3]2([CH3:4])[CH:5]([CH2:6][CH2:7]1)[CH:8]1[CH2:9][CH2:10][c:11]3[cH:12][c:13]([OH:20])[cH:14][cH:15][c:16]3[CH:17]1[CH2:18][CH2:19]2.[CH3:21][O:22][S:23]([O:24][CH3:25])(=[O:26])=[O:27].[Na+:29].[OH-:28]>>[CH2:1]=[C:2]1[C:3]2([CH3:4])[CH:5]([CH2:6][CH2:7]1)[CH:8]1[CH2:9][CH2:10][c:11]3[cH:12][c:13]([O:20][CH3:21])[cH:14][cH:15][c:16]3[CH:17]1[CH2:18][CH2:19]2. The reactants are [OH-].[Na+] (NaOH), BrC=1C=C(C=C(C1OC1=NC(=NC(=C1N)NC(CCC)CCC)C)OC)C(O)(C)C (3-bromo-5-methoxy-α,α-dimethyl-4-[[5-amino-2-methyl-6-[(1-propylbutyl)amino]-4-pyrimidinyl]oxy]benzene-methanol), N(=O)[O-].[Na+] (sodium nitrite). The solvent is O (water), C(C)(=O)O (acetic acid), O (water). Conditions: time 20 minute. The product is BrC=1C=C(C=C(C1OC=1C2=C(N=C(N1)C)N(N=N2)C(CCC)CCC)OC)C(O)(C)C (3-Bromo-5-methoxy-α,α-dimethyl-4-[(5-methyl-3-(1-propylbutyl)-3H-1,2,3-triazolo[4,5-d]pyrimidin-7-yl)-oxy]benzenemethanol). As a reaction SMILES: [Br:1][C:2]1[CH:3]=[C:4]([C:27]([CH3:30])([CH3:29])[OH:28])[CH:5]=[C:6]([O:25][CH3:26])[C:7]=1[O:8][C:9]1[C:14]([NH2:15])=[C:13]([NH:16][CH:17]([CH2:21][CH2:22][CH3:23])[CH2:18][CH2:19][CH3:20])[N:12]=[C:11]([CH3:24])[N:10]=1.[N:31]([O-])=O.[Na+].[OH-].[Na+]>C(O)(=O)C.O>[Br:1][C:2]1[CH:3]=[C:4]([C:27]([CH3:30])([CH3:29])[OH:28])[CH:5]=[C:6]([O:25][CH3:26])[C:7]=1[O:8][C:9]1[C:14]2[N:15]=[N:31][N:16]([CH:17]([CH2:21][CH2:22][CH3:23])[CH2:18][CH2:19][CH3:20])[C:13]=2[N:12]=[C:11]([CH3:24])[N:10]=1 |f:1.2,3.4|. Reported procedure: To a solution of 3-bromo-5-methoxy-α,α-dimethyl-4-[[5-amino-2-methyl-6-[(1-propylbutyl)amino]-4-pyrimidinyl]oxy]benzene-methanol (0.70 g) in 35 mL of glacial acetic acid, 0.10 g of sodium nitrite in 1 mL of water was added dropwise. The mixture was stirred at room temperature for 20 minutes and then diluted with water, basified with 1N NaOH and extracted three times with ethyl acetate. The combined extracts were dried over MgSO4 and stripped of the solvent under reduced pressure to yield the tit... The reactants are O=C([O-])[O-], CC(C)(C)c1cccc(C(C)(C)C)c1O, CS(C)=O, O=[N+]([O-])c1ccc(Cl)cc1, [Cs+], [Cs+]. The product is CC(C)(C)c1cc(-c2ccc([N+](=O)[O-])cc2)cc(C(C)(C)C)c1O. RXN SMILES: [C:16](=[O:17])([O-:18])[O-:19].[C:1]([CH3:2])([CH3:3])([CH3:4])[c:5]1[c:6]([OH:15])[c:7]([C:11]([CH3:12])([CH3:13])[CH3:14])[cH:8][cH:9][cH:10]1.[CH3:32][S:33]([CH3:34])=[O:35].[Cl:22][c:23]1[cH:24][cH:25][c:26]([N+:29](=[O:30])[O-:31])[cH:27][cH:28]1.[Cs+:20].[Cs+:21]>>[C:1]([CH3:2])([CH3:3])([CH3:4])[c:5]1[c:6]([OH:15])[c:7]([C:11]([CH3:12])([CH3:13])[CH3:14])[cH:8][c:9](-[c:23]2[cH:24][cH:25][c:26]([N+:29](=[O:30])[O-:31])[cH:27][cH:28]2)[cH:10]1. Starting materials: [Na].C(=O)(O)CN[C@H]([C@H](O)C1=CC=CC=C1)C1=CC=CC=C1 ((1R,2S)-2-carboxymethylamino-1,2-diphenylethanol mono sodium salt), Cl (hydrochloric acid). Run in O (water). Yields the product C(=O)(O)CN[C@H]([C@H](O)C1=CC=CC=C1)C1=CC=CC=C1 ((1R,2S)-2-carboxymethylamino-1,2-diphenylethanol). RXN SMILES: [Na].[C:2]([CH2:5][NH:6][C@@H:7]([C:16]1[CH:21]=[CH:20][CH:19]=[CH:18][CH:17]=1)[C@@H:8]([C:10]1[CH:15]=[CH:14][CH:13]=[CH:12][CH:11]=1)[OH:9])([OH:4])=[O:3].Cl>O>[C:2]([CH2:5][NH:6][C@@H:7]([C:16]1[CH:21]=[CH:20][CH:19]=[CH:18][CH:17]=1)[C@@H:8]([C:10]1[CH:11]=[CH:12][CH:13]=[CH:14][CH:15]=1)[OH:9])([OH:4])=[O:3] |f:0.1,^1:0|. Procedure details: 2.50 g of (1R,2S)-2-carboxymethylamino-1,2-diphenylethanol mono sodium salt was dissolved in 60 ml of water and 1.2 M hydrochloric acid was added to adjust the pH at 8. The precipitated crystals were washed 2 times with water and 2 times with methanol. The washed crystals were dried under reduced pressure (about 2 mm Hg) at 70 ° C. for 12 h. Yield 1.95 g (84%); mp 249-251 ° C. (decomp.); [α]D21 +3.3 (c 1.00, 1M NaOH). IR (KBr): 3320, 3050, 2890, 1625, 1570, 1390, 760, 710, 700 cm-1 (the spectum ...